This data is from the Open Reaction Database (ORD), a public repository of structured organic reaction records. The task is: describe an organic reaction: reactants, conditions, products, and yield Reactants: NN1N=C(C2=C(C1=O)SC=C2)C2=CC=CC=C2 (6-amino-4-phenylthieno[2,3-d]pyridazin-7(6H)-one), C12(CC3CC(CC(C1)C3)C2)CC(=O)O (2-(adamant-1-yl)acetic acid). Product: C12(CC3CC(CC(C1)C3)C2)CC(=O)NN2N=C(C3=C(C2=O)SC=C3)C3=CC=CC=C3 (2-(1-adamantyl)-N-(7-oxo-4-phenylthieno[2,3-d]pyridazin-6(7H)-yl)acetamide). Reaction SMILES: [NH2:1][N:2]1[C:7](=[O:8])[C:6]2[S:9][CH:10]=[CH:11][C:5]=2[C:4]([C:12]2[CH:17]=[CH:16][CH:15]=[CH:14][CH:13]=2)=[N:3]1.[C:18]12([CH2:28][C:29](O)=[O:30])[CH2:27][CH:22]3[CH2:23][CH:24]([CH2:26][CH:20]([CH2:21]3)[CH2:19]1)[CH2:25]2>>[C:18]12([CH2:28][C:29]([NH:1][N:2]3[C:7](=[O:8])[C:6]4[S:9][CH:10]=[CH:11][C:5]=4[C:4]([C:12]4[CH:17]=[CH:16][CH:15]=[CH:14][CH:13]=4)=[N:3]3)=[O:30])[CH2:25][CH:24]3[CH2:23][CH:22]([CH2:21][CH:20]([CH2:26]3)[CH2:19]1)[CH2:27]2. Procedure: The product from Example 29B and 2-(adamant-1-yl)acetic acid was processed using a method similar to that described in Example 17C to afford the title compound. 1H NMR (500 MHz, DMSO-d6) δ ppm 1.52-1.81 (m, 12H) 1.95 (s, 3H) 2.07 (s, 2H) 7.46-7.64 (m, 4H) 7.71 (dd, J=7.48, 1.98 Hz, 2H) 8.35 (d, J=5.49 Hz, 1H) 11.36 (s, 1H); MS (ESI) m/z 420 (M+H)+. The product is C1(=CC=CC=C1)N1N=C(C2=C1C1=C(CCC2)C=CC=C1)C(=O)OCC (ethyl 1-phenyl-1,4,5,6-tetrahydrobenzo-[6,7]cyclohepta[1,2-c]pyrazole-3-carboxylate). RXN SMILES: [O:1]1[C:5](=[O:6])[C:4](=O)[C:3]2[CH2:8][CH2:9][CH2:10][C:11]3[CH:16]=[CH:15][CH:14]=[CH:13][C:12]=3[C:2]1=2.Cl.[C:18]1([NH:24][NH2:25])[CH:23]=[CH:22][CH:21]=[CH:20][CH:19]=1.[CH2:26](O)[CH3:27]>>[C:18]1([N:24]2[C:2]3[C:12]4[CH:13]=[CH:14][CH:15]=[CH:16][C:11]=4[CH2:10][CH2:9][CH2:8][C:3]=3[C:4]([C:5]([O:1][CH2:26][CH3:27])=[O:6])=[N:25]2)[CH:23]=[CH:22][CH:21]=[CH:20][CH:19]=1 |f:1.2|. Starting materials: 25, O1C2=C(C(C1=O)=O)CCCC1=C2C=CC=C1 (5,6-dihydro-4H-benzo-[6,7]cyclohepta[1,2-b]furan-2,3-dione), Cl.C1(=CC=CC=C1)NN (phenylhydrazine hydrochloride), C(C)O (ethanol). Reported procedure: A mixture of 25 parts of 5,6-dihydro-4H-benzo-[6,7]cyclohepta[1,2-b]furan-2,3-dione, 21 parts of phenylhydrazine hydrochloride and 400 parts of absolute ethanol are refluxed for 6 hours. The ethanol is then removed under reduced pressure and the resulting residue is partitioned between benzene and water with sufficient potassium carbonate being added to make the mixture alkaline. The organic layer is then separated and washed twice with water before it is dried over potassium carbonate and the s... The reactants are FC=1C=C2C(=CNC2=CC1)CCCO (3-(5-fluoro-1H-indol-3-yl)-propan-1-ol), C1(=CC=C(C=C1)S(=O)(=O)Cl)C (p-toluenesulfonyl chloride), ice water. The solvent is N1=CC=CC=C1 (pyridine). Run at time 30 minute. The product is FC=1C=C2C(=CNC2=CC1)CCCOS(=O)(=O)C1=CC=C(C=C1)C (5-Fluoro-3-(3-p-toluenesulfonyloxypropyl)indole). Yield: 78.7%. Reaction SMILES: [F:1][C:2]1[CH:3]=[C:4]2[C:8](=[CH:9][CH:10]=1)[NH:7][CH:6]=[C:5]2[CH2:11][CH2:12][CH2:13][OH:14].[C:15]1([CH3:25])[CH:20]=[CH:19][C:18]([S:21](Cl)(=[O:23])=[O:22])=[CH:17][CH:16]=1>N1C=CC=CC=1>[F:1][C:2]1[CH:3]=[C:4]2[C:8](=[CH:9][CH:10]=1)[NH:7][CH:6]=[C:5]2[CH2:11][CH2:12][CH2:13][O:14][S:21]([C:18]1[CH:19]=[CH:20][C:15]([CH3:25])=[CH:16][CH:17]=1)(=[O:23])=[O:22]. Procedure details: To a stirred solution of 3-(5-fluoro-1H-indol-3-yl)-propan-1-ol (2.90 g, 15.0 mmol) in pyridine (15.0 mL) was added p-toluenesulfonyl chloride (7.1 g, 37.5 mmol) at room temperature. After stirring for 30 minutes at room temperature, the reaction mixture was poured to 200 mL of ice water. The aqueous was extracted with ethyl acetate and the combined organic extracts were washed with 1N HCl, brine, dried over anhydrous sodium sulfate, filtered, and the solvent was concentrated. The crude product ... The solvent is C1(=CC=CC=C1)C (toluene). Isolated yield 96.8%. Procedure: A mixture of 5.2 g of the product of Step B and 500 mg of p-toluene sulfonic acid in 40 ml of toluene was refluxed for 25 minutes and after cooling, 400 ml of ether were added thereto. The mixture was washed with water and the organic phase was dried and evaporated to dryness to obtain 4.1 g of (1R,cis)2,2-dimethyl-3-[3-oxo-3-(2,2-difluoroethoxy)-1-propynyl]-cyclopropane-carboxylic acid. As a reaction SMILES: [CH3:1][C:2]1([CH3:21])[C@@H:4]([C:5]#[C:6][C:7](=[O:13])[O:8][CH2:9][CH:10]([F:12])[F:11])[C@H:3]1[C:14]([O:16]C(C)(C)C)=[O:15].C1(C)C=CC(S(O)(=O)=O)=CC=1.CCOCC>C1(C)C=CC=CC=1>[CH3:1][C:2]1([CH3:21])[C@@H:4]([C:5]#[C:6][C:7](=[O:13])[O:8][CH2:9][CH:10]([F:11])[F:12])[C@H:3]1[C:14]([OH:16])=[O:15]. Reactants: CC1([C@@H]([C@@H]1C#CC(OCC(F)F)=O)C(=O)OC(C)(C)C)C (Tert.butyl(1R,cis)2,2-dimethyl-3-[3-oxo-3-(2,2-difluoroethoxy)-1-propynyl]-cyclopropane-carboxylate), C1(=CC=C(C=C1)S(=O)(=O)O)C (p-toluene sulfonic acid), CCOCC (ether). The product is CC1([C@@H]([C@@H]1C#CC(OCC(F)F)=O)C(=O)O)C ((1R,cis)2,2-dimethyl-3-[3-oxo-3-(2,2-difluoroethoxy)-1-propynyl]-cyclopropane-carboxylic acid). RXN SMILES: [CH3:1][CH2:2][O:3][C:4]([C:6]1[NH:7][C:8]2[C:13]([CH:14]=1)=[CH:12][C:11]([C:15]([OH:17])=O)=[CH:10][CH:9]=2)=[O:5].F[B-](F)(F)F.N1(OC(N(C)C)=[N+](C)C)C2C=CC=CC=2N=N1.[NH:40]1[CH2:44][CH2:43][CH2:42][C@@H:41]1[CH2:45][N:46]1[CH2:50][CH2:49][CH2:48][CH2:47]1.C(N(CC)C(C)C)(C)C>CN(C)C=O>[CH2:2]([O:3][C:4]([C:6]1[NH:7][C:8]2[C:13]([CH:14]=1)=[CH:12][C:11]([C:15]([N:40]1[CH2:44][CH2:43][CH2:42][C@@H:41]1[CH2:45][N:46]1[CH2:50][CH2:49][CH2:48][CH2:47]1)=[O:17])=[CH:10][CH:9]=2)=[O:5])[CH3:1] |f:1.2|. Solvent: CN(C=O)C (N,N-dimethylformamide). Reactants: CCOC(=O)C=1NC2=CC=C(C=C2C1)C(=O)O (1H-indole-2,5-dicarboxylic acid 2-ethyl ester), F[B-](F)(F)F.N1(N=NC2=C1C=CC=C2)OC(=[N+](C)C)N(C)C (O-(benzotriazol-1-yl)-N,N,N′, N′-tetramethyluronium tetrafluoroborate), N1[C@H](CCC1)CN1CCCC1 ((R)-(+)-1-(2-pyrrolidinylmethyl)pyrrolidine), C(C)(C)N(C(C)C)CC (N,N-diisopropylethylamine). Procedure details: The title compound was synthesized in analogy to example 1, intermediate a), from 1H-indole-2,5-dicarboxylic acid 2-ethyl ester, O-(benzotriazol-1-yl)-N,N,N′, N′-tetramethyluronium tetrafluoroborate (commercially available), (R)-(+)-1-(2-pyrrolidinylmethyl)pyrrolidine (commercially available) and N,N-diisopropylethylamine in N,N-dimethylformamide, to give the desired product as a light brown foam (69%). The yield is 69.0%. Product: C(C)OC(=O)C=1NC2=CC=C(C=C2C1)C(=O)N1[C@H](CCC1)CN1CCCC1 (5-((R)-2-Pyrrolidin-1-ylmethyl-pyrrolidine-1-carbonyl)-1H-indole-2-carboxylic acid ethyl ester). Starting materials: CN(C)C=O, COC(=O)CCCc1ccc(C(Cl)Cc2ccccc2)cc1, [N-]=[N+]=[N-], [Na+], O. Yields the product COC(=O)CCCc1ccc(C(Cc2ccccc2)N=[N+]=[N-])cc1. RXN SMILES: [CH3:28][N:29]([CH3:30])[CH:31]=[O:32].[Cl:1][CH:2]([CH2:3][c:4]1[cH:5][cH:6][cH:7][cH:8][cH:9]1)[c:10]1[cH:11][cH:12][c:13]([CH2:16][CH2:17][CH2:18][C:19](=[O:20])[O:21][CH3:22])[cH:14][cH:15]1.[N-:24]=[N+:25]=[N-:26].[Na+:23].[OH2:27]>>[CH:2]([CH2:3][c:4]1[cH:5][cH:6][cH:7][cH:8][cH:9]1)([c:10]1[cH:11][cH:12][c:13]([CH2:16][CH2:17][CH2:18][C:19](=[O:20])[O:21][CH3:22])[cH:14][cH:15]1)[N:24]=[N+:25]=[N-:26]. Starting materials: C(C1=CC=CC=C1)N1C(N(C(C(=C1)C)=O)CC1=CC=CC=C1)=O (1,3-dibenzyl-5-methyl-2,4(1H,3H)-pyrimidinedione). The reagents and catalysts are [Pd] (palladium on carbon). Solvent: C(=O)[O-].[NH4+] (ammonium formate). Yields the product C(C1=CC=CC=C1)N1C(NC=C(C1=O)C)=O (3-benzyl-5-methyl-2,4(1H,3H)-pyrimidinedione). RXN SMILES: C([N:8]1[CH:13]=[C:12]([CH3:14])[C:11](=[O:15])[N:10]([CH2:16][C:17]2[CH:22]=[CH:21][CH:20]=[CH:19][CH:18]=2)[C:9]1=[O:23])C1C=CC=CC=1>[Pd].C([O-])=O.[NH4+]>[CH2:16]([N:10]1[C:11](=[O:15])[C:12]([CH3:14])=[CH:13][NH:8][C:9]1=[O:23])[C:17]1[CH:18]=[CH:19][CH:20]=[CH:21][CH:22]=1 |f:2.3|. Reported procedure: A mixture of 1,3-dibenzyl-5-methyl-2,4(1H,3H)-pyrimidinedione (2 g, 6.5 mmol), 5% palladium on carbon (3 g) and 0.4N ammonium formate (250 mL in methanol) was heated 1.5 hours at reflux. The reaction mixture then was filtered and concentrated in vacuo. The residue was purified by column chromatography on silica gel eluting with methylene chloride/methanol (95:5) to give 3-benzyl-5-methyl-2,4(1H,3H)-pyrimidinedione, m.p. 208°-210° C.